Task: describe an organic reaction: reactants, conditions, products, and yield. Dataset: the Open Reaction Database (ORD), a public repository of structured organic reaction records Starting materials: C(C)(=O)NC1=CC=CC=C1 (acetanilide), BrC=1C=NC=NC1 (5-bromopyrimidine). The product is N1=CN=CC(=C1)N(C1=CC=CC=C1)C(C)=O (N-(5-pyrimidinyl)acetanilide). Isolated yield 61.0%. As a reaction SMILES: [C:1]([NH:4][C:5]1[CH:10]=[CH:9][CH:8]=[CH:7][CH:6]=1)(=[O:3])[CH3:2].Br[C:12]1[CH:13]=[N:14][CH:15]=[N:16][CH:17]=1>>[N:14]1[CH:13]=[C:12]([N:4]([C:1](=[O:3])[CH3:2])[C:5]2[CH:10]=[CH:9][CH:8]=[CH:7][CH:6]=2)[CH:17]=[N:16][CH:15]=1. Reported procedure: Using acetanilide (8.25 g) and 5-bromopyrimidine, a reaction was made in the same manner as in 1) of Production Example 2. The subsequent purification by silica gel column chromatography (developing solvent, ethyl acetate:hexane=1:1 to 3:1) produced N-(5-pyrimidinyl)acetanilide (7.98 g; yield, 61%) as a pale yellow oil. The solvent is O (water), CO (methanol), O1CCCC1 (tetrahydrofuran). Starting materials: COC(C(C1=CC=C(C=C1)OCCOC1=CC=2CCCCC2C=C1)=O)=O (alpha-oxo-4-[[2-(5,6,7,8-tetrahydro-2-naphthalenyloxy)ethyl]oxy]benzeneacetic acid methyl ester), [OH-].[Na+] (sodium hydroxide). Yield: 77.7%. Product: O=C(C(=O)O)C1=CC=C(C=C1)OCCOC1=CC=2CCCCC2C=C1 (alpha-oxo-4-[[2-(5,6,7,8-tetrahydro-2-naphthalenyloxy)ethyl]oxy]benzeneacetic acid). RXN SMILES: C[O:2][C:3](=[O:26])[C:4](=[O:25])[C:5]1[CH:10]=[CH:9][C:8]([O:11][CH2:12][CH2:13][O:14][C:15]2[CH:24]=[CH:23][C:22]3[CH2:21][CH2:20][CH2:19][CH2:18][C:17]=3[CH:16]=2)=[CH:7][CH:6]=1.[OH-].[Na+]>CO.O1CCCC1.O>[O:25]=[C:4]([C:5]1[CH:6]=[CH:7][C:8]([O:11][CH2:12][CH2:13][O:14][C:15]2[CH:24]=[CH:23][C:22]3[CH2:21][CH2:20][CH2:19][CH2:18][C:17]=3[CH:16]=2)=[CH:9][CH:10]=1)[C:3]([OH:26])=[O:2] |f:1.2|. Procedure: A mixture of alpha-oxo-4-[[2-(5,6,7,8-tetrahydro-2-naphthalenyloxy)ethyl]oxy]benzeneacetic acid methyl ester (0.75 g) in hot methanol (10 mL) plus enough tetrahydrofuran to dissolve all solids, was treated with 1N sodium hydroxide (4 mL) and diluted with water. The organic solvent was removed under vacuum and the residue was mixed with water, acidified with excess hydrochloric acid, and extracted with dichloromethane. The organic layer was dried (Na2SO4), filtered, and evaporated to give crude p... The reactants are C(C1=CC=CC=C1)C=1SC2=C(N1)C=C(C=C2)C=2C=C(N1N=CN=C(C12)N)C1CCNCC1 (5-(2-benzyl-1,3-benzothiazol-5-yl)-7-piperidin-4-ylpyrrolo[2,1-f][1,2,4]triazin-4-amine), C(C)N=C=O (ethylisocyanate). Product: NC1=NC=NN2C1=C(C=C2C2CCN(CC2)C(=O)NCC)C=2C=CC1=C(N=C(S1)CC1=CC=CC=C1)C2 (4-[4-amino-5-(2-benzyl-1,3-benzothiazol-5-yl)pyrrolo[2,1-f][1,2,4]triazin-7-yl]-N-ethylpiperidine-1-carboxamide). Yield: 12.0%. RXN SMILES: [CH2:1]([C:8]1[S:9][C:10]2[CH:16]=[CH:15][C:14]([C:17]3[CH:18]=[C:19]([CH:27]4[CH2:32][CH2:31][NH:30][CH2:29][CH2:28]4)[N:20]4[C:25]=3[C:24]([NH2:26])=[N:23][CH:22]=[N:21]4)=[CH:13][C:11]=2[N:12]=1)[C:2]1[CH:7]=[CH:6][CH:5]=[CH:4][CH:3]=1.[CH2:33]([N:35]=[C:36]=[O:37])[CH3:34]>>[NH2:26][C:24]1[C:25]2=[C:17]([C:14]3[CH:15]=[CH:16][C:10]4[S:9][C:8]([CH2:1][C:2]5[CH:3]=[CH:4][CH:5]=[CH:6][CH:7]=5)=[N:12][C:11]=4[CH:13]=3)[CH:18]=[C:19]([CH:27]3[CH2:32][CH2:31][N:30]([C:36]([NH:35][CH2:33][CH3:34])=[O:37])[CH2:29][CH2:28]3)[N:20]2[N:21]=[CH:22][N:23]=1. Procedure details: In a manner similar to the procedure described for the preparation of Example 331 and using 5-(2-benzyl-1,3-benzothiazol-5-yl)-7-piperidin-4-ylpyrrolo[2,1-f][1,2,4]triazin-4-amine and ethylisocyanate as starting material, 7 mg (12%) of the desired product was isolated. The reagents and catalysts are C=1C=CC(=CC1)[P](C=2C=CC=CC2)(C=3C=CC=CC3)[Pd]([P](C=4C=CC=CC4)(C=5C=CC=CC5)C=6C=CC=CC6)([P](C=7C=CC=CC7)(C=8C=CC=CC8)C=9C=CC=CC9)[P](C=1C=CC=CC1)(C=1C=CC=CC1)C=1C=CC=CC1 (tetrakis(triphenylphosphine)palladium). Reaction SMILES: Br[C:2]1[CH:9]=[C:6]([CH:7]=[O:8])[C:5]([OH:10])=[CH:4][CH:3]=1.[S:11]1[CH:15]=[CH:14][C:13](B(O)O)=[CH:12]1.[F-].[Cs+].O>C1C=CC([P]([Pd]([P](C2C=CC=CC=2)(C2C=CC=CC=2)C2C=CC=CC=2)([P](C2C=CC=CC=2)(C2C=CC=CC=2)C2C=CC=CC=2)[P](C2C=CC=CC=2)(C2C=CC=CC=2)C2C=CC=CC=2)(C2C=CC=CC=2)C2C=CC=CC=2)=CC=1.COCCOC.CO>[OH:10][C:5]1[CH:4]=[CH:3][C:2]([C:13]2[CH:14]=[CH:15][S:11][CH:12]=2)=[CH:9][C:6]=1[CH:7]=[O:8] |f:2.3,^1:25,27,46,65|. The reactants are O (water), [F-].[Cs+] (cesium fluoride), BrC1=CC=C(C(C=O)=C1)O (5-bromosalicylaldehyde), S1C=C(C=C1)B(O)O (3-thiopheneboronic acid). Reported procedure: 0.15 g of tetrakis(triphenylphosphine)palladium catalyst (1.3 10−4 mol) is added to a solution of 5-bromosalicylaldehyde (0.86 g, 0.0043 mol) and of 3-thiopheneboronic acid (0.6 g, 0.0047 mol) in 10 ml of 1,2-dimethoxyethane and 5 ml of methanol. 1.3 g of cesium fluoride are added and the mixture is heated at 80° C. for 20 hours. The reaction mixture is cooled to room temperature and poured into water. The resulting mixture is extracted with dichloromethane and the organic phase is washed with s... Yields the product OC1=C(C=O)C=C(C=C1)C1=CSC=C1 (2-Hydroxy-5-(3-thienyl)benzaldehyde). Reaction conditions: temperature 80 celsius. The solvent is COCCOC (1,2-dimethoxyethane), CO (methanol). Starting materials: O[C@@H]1C=C[C@H](C1)O ((S)-trans-3,5-dihydroxycyclopent-1-ene), O1CCCC=C1 (dihydropyran). Reagents/catalysts: C1(=CC=C(C=C1)S(=O)(=O)O)C (p-toluenesulfonic acid). The solvent is C(Cl)Cl (methylene chloride). The product is O1C(CCCC1)O[C@H]1C[C@@H](C=C1)O ((S)-trans-5-tetrahydropyranyloxycyclopent-1-en-3-ol). The yield is 57.1%. RXN SMILES: [OH:1][C@H:2]1[CH2:6][C@H:5]([OH:7])[CH:4]=[CH:3]1.[O:8]1[CH:13]=[CH:12][CH2:11][CH2:10][CH2:9]1>C(Cl)Cl.C1(C)C=CC(S(O)(=O)=O)=CC=1>[O:8]1[CH2:13][CH2:12][CH2:11][CH2:10][CH:9]1[O:1][C@@H:2]1[CH:3]=[CH:4][C@@H:5]([OH:7])[CH2:6]1. Procedure details: Ten milligrams of (S)-trans-3,5-dihydroxycyclopent-1-ene and 8 milligrams of dihydropyran were stirred at room temperature for 24 hours in 1.0 milliliter of methylene chloride in the presence of 0.1 milligram of p-toluenesulfonic acid. Next, the organic solution was washed with an aqueous sodium bicarbonate solution and then with an aqueous sodium chloride solution, after which it was dried with anhydrous magnesium sulfate followed by distilling off the solvent under reduced pressure. When the r... The reactants are C(C1=CC=CC=C1)OCC(CC(=O)OCC)=O (ethyl 4-benzyloxy-3-oxobutyrate), [RuCl{(R)-segphos}]2(μ-Cl)3. Run in C(C)O (ethanol). The product is C(C1=CC=CC=C1)OC[C@H](CC(=O)OCC)O (Ethyl (S)-4-Benzyloxy-3-hydroxybutyrate). Isolated yield 87.0%. Reaction SMILES: [CH2:1]([O:8][CH2:9][C:10](=[O:17])[CH2:11][C:12]([O:14][CH2:15][CH3:16])=[O:13])[C:2]1[CH:7]=[CH:6][CH:5]=[CH:4][CH:3]=1>C(O)C>[CH2:1]([O:8][CH2:9][C@@H:10]([OH:17])[CH2:11][C:12]([O:14][CH2:15][CH3:16])=[O:13])[C:2]1[CH:7]=[CH:6][CH:5]=[CH:4][CH:3]=1. Procedure details: 300.0 g (1.27 moles) ethyl 4-benzyloxy-3-oxobutyrate, 300 ml ethanol, and 104.5 mg (0.127 mmol) [RuCl{(R)-segphos}]2(μ-Cl)3 [Me2NH2] were introduced in a nitrogen stream into a 1-L autoclave and flushed with hydrogen, and after introduction of hydrogen at a pressure of 1 MPa, the mixture was heated with stirring. The mixture was reacted at 90 to 95° C. for 7 hours. After the reaction solution was cooled to room temperature, the hydrogen was purged and replaced by nitrogen. The reaction solution ...